From a dataset of the Open Reaction Database (ORD), a public repository of structured organic reaction records. describe an organic reaction: reactants, conditions, products, and yield Starting materials: O=C([O-])[O-], CC(C)(C)C(=O)Oc1ccc(Cn2cccn2)cc1Cl, CN(C)C=O, CCOC(=O)CCl, [K+], [K+], O. The product is CCOC(=O)COc1ccc(Cn2cccn2)cc1Cl. RXN SMILES: [C:28](=[O:29])([O-:30])[O-:31].[CH3:1][C:2]([CH3:3])([CH3:4])[C:19]([O:5][c:6]1[c:7]([Cl:18])[cH:8][c:9]([CH2:12][n:13]2[n:14][cH:15][cH:16][cH:17]2)[cH:10][cH:11]1)=[O:20].[CH3:34][N:35]([CH3:36])[CH:37]=[O:38].[Cl:21][CH2:22][C:23](=[O:24])[O:25][CH2:26][CH3:27].[K+:32].[K+:33].[OH2:39]>>[O:5]([c:6]1[c:7]([Cl:18])[cH:8][c:9]([CH2:12][n:13]2[n:14][cH:15][cH:16][cH:17]2)[cH:10][cH:11]1)[CH2:22][C:23](=[O:24])[O:25][CH2:26][CH3:27]. The reactants are N#Cc1ncc([N+](=O)[O-])cc1C(F)(F)F, CC(=O)O, CCOC(C)=O, [Fe]. Yields the product N#Cc1ncc(N)cc1C(F)(F)F. RXN SMILES: [C:1](#[N:2])[c:3]1[n:4][cH:5][c:6]([N+:13]([O-:14])=[O:15])[cH:7][c:8]1[C:9]([F:10])([F:11])[F:12].[C:22]([OH:23])(=[O:24])[CH3:25].[CH3:16][CH2:17][O:18][C:19]([CH3:20])=[O:21].[Fe:26]>>[C:1](#[N:2])[c:3]1[n:4][cH:5][c:6]([NH2:13])[cH:7][c:8]1[C:9]([F:10])([F:11])[F:12]. The reactants are Intermediate 213, FC(C(=O)O)(F)F.C1(CC1)CCOC=1NC(=C2N=C(N=C2N1)OC)N (2-[(2-cyclopropylethyl)oxy]-8-(methyloxy)-1H-purin-6-amine trifluoroacetate), BrCCCCC1OCCCC1 (2-(4-bromobutyl)tetrahydro-2H-pyran). Yields the product C1(CC1)CCOC1=NC(=C2N=C(N(C2=N1)CCCCC1OCCCC1)OC)N (2-[(2-Cyclopropylethyl)oxy]-8-(methyloxy)-9-[4-(tetrahydro-2H-Pyran-2-yl)butyl]-9H-purin-6-amine). Reaction SMILES: FC(F)(F)C(O)=O.[CH:8]1([CH2:11][CH2:12][O:13][C:14]2[NH:15][C:16]([NH2:25])=[C:17]3[C:21]([N:22]=2)=[N:20][C:19]([O:23][CH3:24])=[N:18]3)[CH2:10][CH2:9]1.Br[CH2:27][CH2:28][CH2:29][CH2:30][CH:31]1[CH2:36][CH2:35][CH2:34][CH2:33][O:32]1>>[CH:8]1([CH2:11][CH2:12][O:13][C:14]2[N:22]=[C:21]3[C:17]([N:18]=[C:19]([O:23][CH3:24])[N:20]3[CH2:27][CH2:28][CH2:29][CH2:30][CH:31]3[CH2:36][CH2:35][CH2:34][CH2:33][O:32]3)=[C:16]([NH2:25])[N:15]=2)[CH2:10][CH2:9]1 |f:0.1|. Procedure: Prepared similarly to Intermediate 213 from 2-[(2-cyclopropylethyl)oxy]-8-(methyloxy)-1H-purin-6-amine trifluoroacetate and 2-(4-bromobutyl)tetrahydro-2H-pyran. Starting materials: C(#N)[BH3-].[Na+] (sodium cyanoborohydride), C1(CC1)N (cyclopropylamine), C(C)(=O)O (acetic acid), CN(CC(C)=O)C1=CC=CC=C1 (1-[methyl(phenyl)amino]propan-2-one). The solvent is CCCCCCC.C(C)(=O)OCC (heptane ethyl acetate), CO (methanol). Conditions: temperature 0 celsius, time 2.5 hour. Yields the product C1(CC1)NC(CN(C1=CC=CC=C1)C)C (N2-cyclopropyl-N1-methyl-N1-phenylpropane-1,2-diamine). Yield: 55.6%. RXN SMILES: [CH:1]1([NH2:4])[CH2:3][CH2:2]1.C(O)(=O)C.[CH3:9][N:10]([C:15]1[CH:20]=[CH:19][CH:18]=[CH:17][CH:16]=1)[CH2:11][C:12](=O)[CH3:13].C([BH3-])#N.[Na+]>CO.CCCCCCC.C(OCC)(=O)C>[CH:1]1([NH:4][CH:12]([CH3:13])[CH2:11][N:10]([CH3:9])[C:15]2[CH:20]=[CH:19][CH:18]=[CH:17][CH:16]=2)[CH2:3][CH2:2]1 |f:3.4,6.7|. Procedure details: To a cooled solution of 2.52 g (44 mmol) of cyclopropylamine and 3.3 g (55 mmol) of acetic acid, together with 10 g of 3 Å molecular sieves, in 100 ml of methanol, are added 3.6 g (22 mmol) of 1-[methyl(phenyl)amino]propan-2-one. The reaction mixture is stirred for 2.5 hrs at reflux. The reaction mixture is then cooled to 0° C. and 2.07 g (33 mmol) of sodium cyanoborohydride are slowly added and the reaction mixture is further stirred for 2 hrs at reflux. The cooled reaction mixture is then filt... The reactants are OCC1=C(C(CC=C1)(C)C)C (1-hydroxymethyl-2,3,3-trimethyl-cyclohexa-1,5-diene), 1g. The reagents and catalysts are [Ni] (Raney-nickel). The solvent is C(C)O (ethanol). The product is OCC=1C(C(CCC1)(C)C)C (1-hydroxymethyl-2,3,3-trimethyl-cyclohex-6-ene). Isolated yield 91.6%. Reaction SMILES: [OH:1][CH2:2][C:3]1[CH:8]=[CH:7][CH2:6][C:5]([CH3:10])([CH3:9])[C:4]=1[CH3:11]>C(O)C.[Ni]>[OH:1][CH2:2][C:3]1[CH:4]([CH3:11])[C:5]([CH3:10])([CH3:9])[CH2:6][CH2:7][CH:8]=1. Procedure details: 30.4 g of 1-hydroxymethyl-2,3,3-trimethyl-cyclohexa-1,5-diene were hydrogenated at 10°-12° in the presence of 1g of Raney-nickel in 300 ml of ethanol. 3.95 l of hydrogen were then absorbed within 2.5 h. A filtration followed by evaporation and distillation gave 28.2 g of 1-hydroxymethyl-2,3,3-trimethyl-cyclohex-6-ene. nD = 1.4862, d20 = 9.9447